From a dataset of the Open Reaction Database (ORD), a public repository of structured organic reaction records. describe an organic reaction: reactants, conditions, products, and yield Starting materials: mixture, C([O-])(O)=O.[Na+].[Na] (sodium bicarbonate sodium), BrBr (bromine), C(C)(C)(C)[Si](N1C=CC=2C1=NC=C(C2)C=2C=NC=CC2)(C)C (1-(tert-Butyl-dimethyl-silanyl)-5-pyridin-3-yl-1H-pyrrolo[2,3-b]pyridine), N1=CC=CC=C1 (pyridine), S(=S)(=O)([O-])[O-] (thiosulfate). Solvent: C(Cl)(Cl)(Cl)Cl (CCl4), C(Cl)(Cl)Cl (CHCl3). Reaction conditions: temperature 0 celsius, time 1 hour. The product is BrC1=CN(C2=NC=C(C=C21)C=2C=NC=CC2)[Si](C)(C)C(C)(C)C (3-Bromo-1-(tert-butyl-dimethyl-silanyl)-5-pyridin-3-yl-1H-pyrrolo[2,3-b]pyridine). Yield: 78.0%. Reaction SMILES: [Br:1]Br.[C:3]([Si:7]([CH3:24])([CH3:23])[N:8]1[C:12]2=[N:13][CH:14]=[C:15]([C:17]3[CH:18]=[N:19][CH:20]=[CH:21][CH:22]=3)[CH:16]=[C:11]2[CH:10]=[CH:9]1)([CH3:6])([CH3:5])[CH3:4].N1C=CC=CC=1.C(=O)(O)[O-].[Na+].[Na].S([O-])([O-])(=O)=S>C(Cl)(Cl)(Cl)Cl.C(Cl)(Cl)Cl>[Br:1][C:10]1[C:11]2[C:12](=[N:13][CH:14]=[C:15]([C:17]3[CH:18]=[N:19][CH:20]=[CH:21][CH:22]=3)[CH:16]=2)[N:8]([Si:7]([C:3]([CH3:6])([CH3:5])[CH3:4])([CH3:24])[CH3:23])[CH:9]=1 |f:3.4.5,^1:35|. Procedure: A solution of bromine (0.166 mL, 0.0032 mol) in 1 mL of CCl4 was added dropwise to a stirred solution of 20 (1.0 g, 0.0032 mol) and pyridine (0.314 mL, 0.0039 mol) in dry CHCl3 (30 mL) at 0° C. The reaction mixture was stirred at 0° C. for 1 h and then neutralized with 10 mL of a mixture of sodium bicarbonate-sodium:thiosulfate (1:1). The organic layer was separated and further extracted with dichloromethane (3×10 mL) and the combined organics dried and concentrated in vacuo. The residue was sub... The reactants are O=C([O-])[O-], COC(=O)c1ccc(F)cc1, Cc1nnn(-c2ccccc2F)c1-c1c[nH]cn1, [K+], [K+], CN(C)C=O, O. The product is COC(=O)c1ccc(-n2cnc(-c3c(C)nnn3-c3ccccc3F)c2)cc1. Reaction SMILES: [C:30](=[O:31])([O-:32])[O-:33].[F:19][c:20]1[cH:21][cH:22][c:23]([C:24](=[O:25])[O:26][CH3:27])[cH:28][cH:29]1.[F:1][c:2]1[c:3](-[n:8]2[n:9][n:10][c:11]([CH3:18])[c:12]2-[c:13]2[n:14][cH:15][nH:16][cH:17]2)[cH:4][cH:5][cH:6][cH:7]1.[K+:34].[K+:35].[O:37]=[CH:38][N:39]([CH3:40])[CH3:41].[OH2:36]>>[F:1][c:2]1[c:3](-[n:8]2[n:9][n:10][c:11]([CH3:18])[c:12]2-[c:13]2[n:14][cH:15][n:16](-[c:20]3[cH:21][cH:22][c:23]([C:24](=[O:25])[O:26][CH3:27])[cH:28][cH:29]3)[cH:17]2)[cH:4][cH:5][cH:6][cH:7]1. Starting materials: Cl.C1(CC1)COC1=C(C=C(C=C1)F)C=1C2=C(N=CN1)C(=C(N2)C)C(=O)N[C@H]2[C@@H](CNCC2)O (4-[2-(cyclopropylmethoxy)-5-fluorophenyl]-N-[(3R*,4R*)-3-hydroxypiperidin-4-yl]-6-methyl-5H-pyrrolo[3,2-d]pyrimidine-7-carboxamide hydrochloride), COCC(=O)Cl (methoxy-acetyl chloride). The product is C1(CC1)COC1=C(C=C(C=C1)F)C=1C2=C(N=CN1)C(=C(N2)C)C(=O)N[C@H]2[C@@H](CN(CC2)C(COC)=O)O (4-[2-(Cyclopropylmethoxy)-5-fluorophenyl]-N-[(3R*,4R*)-3-hydroxy-1-(methoxyacetyl)piperidin-4-yl]-6-methyl-5H-pyrrolo[3,2-d]pyrimidine-7-carboxamide). Reaction SMILES: Cl.[CH:2]1([CH2:5][O:6][C:7]2[CH:12]=[CH:11][C:10]([F:13])=[CH:9][C:8]=2[C:14]2[C:15]3[NH:22][C:21]([CH3:23])=[C:20]([C:24]([NH:26][C@@H:27]4[CH2:32][CH2:31][NH:30][CH2:29][C@H:28]4[OH:33])=[O:25])[C:16]=3[N:17]=[CH:18][N:19]=2)[CH2:4][CH2:3]1.[CH3:34][O:35][CH2:36][C:37](Cl)=[O:38]>>[CH:2]1([CH2:5][O:6][C:7]2[CH:12]=[CH:11][C:10]([F:13])=[CH:9][C:8]=2[C:14]2[C:15]3[NH:22][C:21]([CH3:23])=[C:20]([C:24]([NH:26][C@@H:27]4[CH2:32][CH2:31][N:30]([C:37](=[O:38])[CH2:36][O:35][CH3:34])[CH2:29][C@H:28]4[OH:33])=[O:25])[C:16]=3[N:17]=[CH:18][N:19]=2)[CH2:4][CH2:3]1 |f:0.1|. Reported procedure: Starting from 4-[2-(cyclopropylmethoxy)-5-fluorophenyl]-N-[(3R*,4R*)-3-hydroxypiperidin-4-yl]-6-methyl-5H-pyrrolo[3,2-d]pyrimidine-7-carboxamide hydrochloride (example D.f16) and commercially methoxy-acetyl chloride the title compound is obtained as colorless solid. Reactants: NC1=NNC=C1 (3-aminopyrazole), FC(C=1C=C(C(=O)CC(=O)OCC)C=CC1)(F)F (ethyl m-trifluoromethylbenzoylacetate). Yields the product OC1=CC(=NC=2N1N=CC2)C=2C=C(C=CC2)C(F)(F)F (7-Hydroxy-5-(α,α,α-trifluoro-m-tolyl)pyrazolo[1,5-a]pyrimidine). RXN SMILES: [NH2:1][C:2]1[CH:6]=[CH:5][NH:4][N:3]=1.[F:7][C:8]([F:24])([F:23])[C:9]1[CH:10]=[C:11]([CH:20]=[CH:21][CH:22]=1)[C:12]([CH2:14][C:15](OCC)=[O:16])=O>>[OH:16][C:15]1[N:3]2[N:4]=[CH:5][CH:6]=[C:2]2[N:1]=[C:12]([C:11]2[CH:10]=[C:9]([C:8]([F:7])([F:23])[F:24])[CH:22]=[CH:21][CH:20]=2)[CH:14]=1. Reported procedure: A mixture of 0.83 g. of 3-aminopyrazole and 2.61 g. of ethyl m-trifluoromethylbenzoylacetate is heated on a steam bath for 2 hours. After cooling the desired compound is collected by filtration, m.p. 305°-310° C. Reactants: CN(C)C=O, [H-], [Na+], BrCCOC1CCCCO1, O, O=C1Nc2ccccc2C(c2ccccc2)=NC1N1C(=O)c2ccccc2C1=O. Yields the product O=C1C(N2C(=O)c3ccccc3C2=O)N=C(c2ccccc2)c2ccccc2N1CCOC1CCCCO1. Reaction SMILES: [CH3:43][N:44]([CH3:45])[CH:46]=[O:47].[H-:30].[Na+:31].[O:32]1[CH:33]([O:38][CH2:39][CH2:40][Br:41])[CH2:34][CH2:35][CH2:36][CH2:37]1.[OH2:42].[c:1]1([C:7]2=[N:8][CH:9]([N:19]3[C:20](=[O:29])[c:21]4[c:22]([cH:25][cH:26][cH:27][cH:28]4)[C:23]3=[O:24])[C:10](=[O:18])[NH:11][c:12]3[c:13]2[cH:14][cH:15][cH:16][cH:17]3)[cH:2][cH:3][cH:4][cH:5][cH:6]1>>[c:1]1([C:7]2=[N:8][CH:9]([N:19]3[C:20](=[O:29])[c:21]4[c:22]([cH:25][cH:26][cH:27][cH:28]4)[C:23]3=[O:24])[C:10](=[O:18])[N:11]([CH2:40][CH2:39][O:38][CH:33]3[O:32][CH2:37][CH2:36][CH2:35][CH2:34]3)[c:12]3[c:13]2[cH:14][cH:15][cH:16][cH:17]3)[cH:2][cH:3][cH:4][cH:5][cH:6]1. Starting materials: COC(C)=O, O=C([O-])O, CO, COC(=O)c1ccncc1OC, Cl, [Na+], [Na], O. Product: COc1cnccc1C(C)=O. As a reaction SMILES: [C:14]([O:15][CH3:16])(=[O:17])[CH3:18].[C:20](=[O:21])([OH:22])[O-:23].[CH3:26][OH:27].[CH3:2][O:3][C:4]([c:5]1[c:6]([O:11][CH3:12])[cH:7][n:8][cH:9][cH:10]1)=[O:13].[ClH:19].[Na+:24].[Na:1].[OH2:25]>>[C:4]([c:5]1[c:6]([O:11][CH3:12])[cH:7][n:8][cH:9][cH:10]1)(=[O:13])[CH3:14]. Reactants: FC=1C(=C(C(=O)NOCCO)C=CC1F)NC1=C(C=C(C=C1)I)F (3,4-difluoro-2-(2-fluoro-4-iodoanilino)-N-(2-hydroxyethoxy)benzamide), CC(C#C)(CC)O (3-methyl-1-pentyn-3-ol). The reagents and catalysts are [Cu]I (CuI). The solvent is CCOCC.CO (Et2O MeOH). Reaction conditions: time 4 hour. The product is FC=1C(=C(C(=O)NOCCO)C=CC1F)NC1=C(C=C(C=C1)C#CC(CC)(C)O)F (3,4-difluoro-2-[2-fluoro-4-(3-hydroxy-3-methyl-1-pentynyl)anilino]-N-(2-hydroxyethoxy)benzamide). Yield: 77.0%. RXN SMILES: [F:1][C:2]1[C:3]([NH:16][C:17]2[CH:22]=[CH:21][C:20](I)=[CH:19][C:18]=2[F:24])=[C:4]([CH:12]=[CH:13][C:14]=1[F:15])[C:5]([NH:7][O:8][CH2:9][CH2:10][OH:11])=[O:6].[CH3:25][C:26]([OH:31])([CH2:29][CH3:30])[C:27]#[CH:28]>CCOCC.CO.[Cu]I>[F:1][C:2]1[C:3]([NH:16][C:17]2[CH:22]=[CH:21][C:20]([C:28]#[C:27][C:26]([OH:31])([CH3:25])[CH2:29][CH3:30])=[CH:19][C:18]=2[F:24])=[C:4]([CH:12]=[CH:13][C:14]=1[F:15])[C:5]([NH:7][O:8][CH2:9][CH2:10][OH:11])=[O:6] |f:2.3|. Procedure details: 3,4-difluoro-2-(2-fluoro-4-iodoanilino)-N-(2-hydroxyethoxy)benzamide which can be prepared according to the procedure in PCT Publication No. WO 00/41505, and 3-methyl-1-pentyn-3-ol were reacted in the presence of CuI and (PhP3)2PdCl2 by the general procedure of Example 1, Step A, and the mixture stirred at RT for 4 h. The reaction mixture was diluted with 50% Et2O/MeOH and filtered through Celite®. The filtrate was concentrated under reduced pressure and further purified by flash chromatography ... Starting materials: CC1=C(C=CC(=C1)S(N)(=O)=O)NC(=O)C1=NC=NC(=C1)Cl (6-chloro-pyrimidine-4-carboxylic acid (2-methyl-4-sulfamoyl-phenyl)-amide), C1(CCCC1)NCC(C)C (cyclopentyl-isobutyl-amine), CC1=C(C=CC(=C1)S(N)(=O)=O)NC(=O)C1=NC=NC(=C1)Cl (6-chloro-pyrimidine-4-carboxylic acid (2-methyl-4-sulfamoyl-phenyl)-amide), C1(CCCC1)NCC(C)C (cyclopentyl-isobutyl-amine). The product is NS(=O)(=O)C1=CC(=C(C=C1)NC(=O)C1=NC=NC(=C1)N(CC(C)C)C1CCCC1)C (N-[4-(aminosulfonyl)-2-methylphenyl]-6-[cyclopentyl(isobutyl)amino]pyrimidine-4-carboxamide). Isolated yield 80.0%. As a reaction SMILES: [CH3:1][C:2]1[CH:7]=[C:6]([S:8](=[O:11])(=[O:10])[NH2:9])[CH:5]=[CH:4][C:3]=1[NH:12][C:13]([C:15]1[CH:20]=[C:19](Cl)[N:18]=[CH:17][N:16]=1)=[O:14].[CH:22]1([NH:27][CH2:28][CH:29]([CH3:31])[CH3:30])[CH2:26][CH2:25][CH2:24][CH2:23]1>>[NH2:9][S:8]([C:6]1[CH:5]=[CH:4][C:3]([NH:12][C:13]([C:15]2[CH:20]=[C:19]([N:27]([CH:22]3[CH2:26][CH2:25][CH2:24][CH2:23]3)[CH2:28][CH:29]([CH3:31])[CH3:30])[N:18]=[CH:17][N:16]=2)=[O:14])=[C:2]([CH3:1])[CH:7]=1)(=[O:11])=[O:10]. Procedure details: Following the general method as outlined in Example 20, starting from 6-chloro-pyrimidine-4-carboxylic acid (2-methyl-4-sulfamoyl-phenyl)-amide (Intermediate 17) and cyclopentyl-isobutyl-amine (Intermediate 27), the title compound was obtained as a white solid in 80% yield. Starting materials: S(=S)(=O)([O-])[O-].[Na+].[Na+] (sodium thiosulfate), IN1C(CCC1=O)=O (N-iodosuccinimide), IN1C(CCC1=O)=O (N-iodosuccinimide), S(O)(O)(=O)=O (sulfuric acid), FC1=C(C=C(C=C1)O)C(F)(F)F (4-fluoro-3-(trifluoromethyl)phenol), IN1C(CCC1=O)=O (N-iodosuccinimide). Solvent: O (water), C(C)(=O)O (acetic acid). Run at time 1 hour. Product: FC1=CC(=C(C=C1C(F)(F)F)O)I (4-Fluoro-2-iodo-5-(trifluoromethyl)phenol). Yield: 119.2%. Reaction SMILES: S(=O)(=O)(O)O.[F:6][C:7]1[CH:12]=[CH:11][C:10]([OH:13])=[CH:9][C:8]=1[C:14]([F:17])([F:16])[F:15].[I:18]N1C(=O)CCC1=O.S([O-])([O-])(=O)=S.[Na+].[Na+]>C(O)(=O)C.O>[F:6][C:7]1[C:8]([C:14]([F:15])([F:16])[F:17])=[CH:9][C:10]([OH:13])=[C:11]([I:18])[CH:12]=1 |f:3.4.5|. Reported procedure: Concentrated sulfuric acid (0.78 mL. 15.0 mmol) was added to a mixture of 4-fluoro-3-(trifluoromethyl)phenol (8.00 g, 44.4 mmol) and N-iodosuccinimide (5.00 g, 22.2 mmol) in acetic acid (40 mL) at 0° C. After 1 hour, the ice bath was removed and an additional portion of N-iodosuccinimide (1.50 g. 6.67 mmol) added. After an additional 1 hour at ambient temperature, the final portion of N-iodosuccinimide (1.0 g, 4.4 mmol) was added. The reaction mixture was stirred for 1 hour then diluted with wat... Starting materials: N(=[N+]=[N-])[C@H]1[C@@H](OC(C)=O)O[C@H]([C@@H]([C@H]1OC(C)=O)OC(C)=O)COC(C)=O (2-Azido-2-deoxy-1,3,4,6-tetra-O-acetyl-β-L-mannopyranose), CC(=O)OC(=O)C (Ac2O). The reagents and catalysts are [Pd] (palladium on charcoal). Reaction conditions: time 10 hour. Product: C(C)(=O)N[C@H]1[C@@H](OC(C)=O)O[C@H]([C@@H]([C@H]1OC(C)=O)OC(C)=O)COC(C)=O (2-Acetamido-2-deoxy-1,3,4,6-tetra-O-acetyl-β-L-mannopyranose). The yield is 83.0%. As a reaction SMILES: [N:1]([C@@H:4]1[C@H:13]([O:14][C:15](=[O:17])[CH3:16])[C@@H:12]([O:18][C:19](=[O:21])[CH3:20])[C@H:11]([CH2:22][O:23][C:24](=[O:26])[CH3:25])[O:10][C@@H:5]1[O:6][C:7](=[O:9])[CH3:8])=[N+]=[N-].[CH3:27][C:28](OC(C)=O)=[O:29]>[Pd]>[C:28]([NH:1][C@@H:4]1[C@H:13]([O:14][C:15](=[O:17])[CH3:16])[C@@H:12]([O:18][C:19](=[O:21])[CH3:20])[C@H:11]([CH2:22][O:23][C:24](=[O:26])[CH3:25])[O:10][C@@H:5]1[O:6][C:7](=[O:9])[CH3:8])(=[O:29])[CH3:27]. Procedure: A solution of Compound 9 (0.60 g, 1.62 mmol) in Ac2O (20 mL) was hydrogenated over 70 mg of 10 percent palladium on charcoal under atmospheric pressure. After 10 hours, the solution was filtered and the filtrate was concentrated in vacuo. By flash column chromatography with EtOAc-toluene (2.5:1), 0.52 g of Compound 10 was obtained in 83 percent yield. 1H NMR (CDCl3) δ6.03 (1H, d, J1-2=1.5 Hz, H-1), 5.34 (1H, dd, J3-4=10.0 Hz, J3-2=5.0 Hz, H-3), 5.18 (1H, t, J4-5=J4-3=10.0 Hz, H-4), 4.65 (1H, ddd...